Dataset: the Open Reaction Database (ORD), a public repository of structured organic reaction records. Task: describe an organic reaction: reactants, conditions, products, and yield Product: CCCCCN1CCc2c(Br)cccc2C1=O. RXN SMILES: [CH3:1][O:2][C:3]([N:4]([CH2:5][CH2:6][CH2:7][CH2:8][CH3:9])[CH2:10][CH2:11][c:12]1[c:13]([Br:18])[cH:14][cH:15][cH:16][cH:17]1)=[O:19].[CH3:38][N:39]([CH3:40])[c:41]1[cH:42][cH:43][n:44][cH:45][cH:46]1.[Cl:35][CH2:36][Cl:37].[F:20][C:21]([S:22]([O:23][S:24]([C:25]([F:26])([F:27])[F:28])(=[O:29])=[O:30])(=[O:31])=[O:32])([F:33])[F:34]>>[O:2]=[C:3]1[N:4]([CH2:5][CH2:6][CH2:7][CH2:8][CH3:9])[CH2:10][CH2:11][c:12]2[c:13]([Br:18])[cH:14][cH:15][cH:16][c:17]21. Reactants: CCCCCN(CCc1ccccc1Br)C(=O)OC, CN(C)c1ccncc1, ClCCl, O=S(=O)(OS(=O)(=O)C(F)(F)F)C(F)(F)F.